Task: describe an organic reaction: reactants, conditions, products, and yield. Dataset: the Open Reaction Database (ORD), a public repository of structured organic reaction records Reactants: CC#N, CCOC(C)=O, [K+], [NH4+], O=[N+]([O-])[O-], O, O=S(=O)([O-])O, COc1ccc(COC(c2ccc(OC(COc3ccc(C)cc3)c3ccccc3)cc2)(C(F)(F)F)C(F)(F)F)cc1. The product is COc1ccc(COC(c2ccc(OC(COc3ccc(C=O)cc3)c3ccccc3)cc2)(C(F)(F)F)C(F)(F)F)cc1. RXN SMILES: [C:44](#[N:45])[CH3:46].[CH3:58][CH2:59][O:60][C:61]([CH3:62])=[O:63].[K+:57].[NH4+:47].[O-:48][N+:49](=[O:50])[O-:51].[OH2:43].[S:52](=[O:53])(=[O:54])([OH:55])[O-:56].[c:1]1([CH:7]([CH2:8][O:9][c:10]2[cH:11][cH:12][c:13]([CH3:16])[cH:14][cH:15]2)[O:17][c:18]2[cH:19][cH:20][c:21]([C:24]([C:25]([F:26])([F:27])[F:28])([C:29]([F:30])([F:31])[F:32])[O:33][CH2:34][c:35]3[cH:36][cH:37][c:38]([O:41][CH3:42])[cH:39][cH:40]3)[cH:22][cH:23]2)[cH:2][cH:3][cH:4][cH:5][cH:6]1>>[c:1]1([CH:7]([CH2:8][O:9][c:10]2[cH:11][cH:12][c:13]([CH:16]=[O:48])[cH:14][cH:15]2)[O:17][c:18]2[cH:19][cH:20][c:21]([C:24]([C:25]([F:26])([F:27])[F:28])([C:29]([F:30])([F:31])[F:32])[O:33][CH2:34][c:35]3[cH:36][cH:37][c:38]([O:41][CH3:42])[cH:39][cH:40]3)[cH:22][cH:23]2)[cH:2][cH:3][cH:4][cH:5][cH:6]1. Procedure: 60 g (251.8 mmol) of 8-benzyloxy-2-methylimidazo[1,2-a]pyridine (Kaminski et al, J. Med. Chem. 1985, 28, 876–892) are hydrogenated on Pd-carbon in 400 ml of methanol at a hydrogen pressure of 55 bar and 70° C. After completion of the hydrogenation, the catalyst is filtered off and the filtrate is concentrated. The residue (38 g) is taken up in dichloromethane and the solution is treated in portions at room temperature with manganese dioxide (109.5 g). The reaction mixture is stirred at room temp... Conditions: time 22 hour. Solvent: CO (methanol). Yields the product CC=1N=C2N(CCCC2=O)C1 (2-Methyl-6,7-dihydro-5H-imidazo[1,2-a]pyridin-8-one). Reaction SMILES: C([O:8][C:9]1[C:10]2[N:11]([CH:15]=[C:16]([CH3:18])[N:17]=2)[CH:12]=[CH:13][CH:14]=1)C1C=CC=CC=1.[H][H]>CO>[CH3:18][C:16]1[N:17]=[C:10]2[C:9](=[O:8])[CH2:14][CH2:13][CH2:12][N:11]2[CH:15]=1. Starting materials: [H][H] (hydrogen), C(C1=CC=CC=C1)OC=1C=2N(C=CC1)C=C(N2)C (8-benzyloxy-2-methylimidazo[1,2-a]pyridine). Starting materials: COC1=C(C=CC=2[C@@H]3C(NC[C@H]3CCC21)=O)OC (trans-3a,4,5,9b-tetrahydro-6,7-dimethoxy-1H-benz[e]isoindole-1-(2H)-one), B.C1CCOC1 (BH3.THF), Cl (HCl), Cl (HCl). Run in C1CCOC1 (THF). Product: Cl.COC1=C(C=CC=2[C@@H]3CNC[C@H]3CCC21)OC (trans-2,3,3a,4,5,9b-Hexahydro-6,7-dimethoxy-1H-benz[e]isoindole hydrochloride). RXN SMILES: [CH3:1][O:2][C:3]1[C:15]2[CH2:14][CH2:13][C@H:12]3[C@@H:8]([C:9](=O)[NH:10][CH2:11]3)[C:7]=2[CH:6]=[CH:5][C:4]=1[O:17][CH3:18].B.C1COCC1.[ClH:25]>C1COCC1>[ClH:25].[CH3:1][O:2][C:3]1[C:15]2[CH2:14][CH2:13][C@H:12]3[C@@H:8]([CH2:9][NH:10][CH2:11]3)[C:7]=2[CH:6]=[CH:5][C:4]=1[O:17][CH3:18] |f:1.2,5.6|. Procedure details: A solution of trans-3a,4,5,9b-tetrahydro-6,7-dimethoxy-1H-benz[e]isoindole-1-(2H)-one and 15 mL dry THF was stirred under N2 at 0° as BH3.THF (27.3 mL, 1M solution) was added slowly. The reaction mixture was stirred at reflux for 2.5 hours, was cooled to 0°, and 30 mL methanolic HCl was added cautiously. The solution was stirred at reflux for 1 hour, then was evaporated to dryness. Water was added and the aqueous layer was extracted with ether. After basifying (1N KOH), the aqueous layer was ext... Reactants: C (charcoal), C1(CCCCC1)N1N=C(C=C1O)C (2-cyclohexyl-3-hydroxy-5-methylpyrazole), S(=O)(=O)(OC)OC (dimethyl sulfate), C([O-])([O-])=O.[Na+].[Na+] (sodium carbonate). Solvent: O (water), C(Cl)Cl (methylene chloride). Run at time 6 hour. The product is C1(CCCCC1)N1N(C(=CC1=O)C)C (2-cyclohexyl-1,5-dimethyl-1,2-dihydro-3H-pyrazol-3-one). Isolated yield 17.9%. Reaction SMILES: [CH:1]1([N:7]2[C:11]([OH:12])=[CH:10][C:9]([CH3:13])=[N:8]2)[CH2:6][CH2:5][CH2:4][CH2:3][CH2:2]1.S(OC)(O[CH3:18])(=O)=O.C(=O)([O-])[O-].[Na+].[Na+].C>O.C(Cl)Cl>[CH:1]1([N:7]2[C:11](=[O:12])[CH:10]=[C:9]([CH3:13])[N:8]2[CH3:18])[CH2:2][CH2:3][CH2:4][CH2:5][CH2:6]1 |f:2.3.4|. Procedure: A mixture of 2-cyclohexyl-3-hydroxy-5-methylpyrazole (16.5 g) and dimethyl sulfate (10.9 g) was heated with stirring at 150°-160° for 6 hours and then allowed to cool to room temperature. A solution of sodium carbonate (6.5 g) in water (100 ml) was added, and the reaction mixture was heated at reflux temperature for 2 hours, cooled, and extracted with chloroform. The layer was dried and concentrated to give a dark oil, which was dissolved in methylene chloride, treated with charcoal and diatomac...